Dataset: the Open Reaction Database (ORD), a public repository of structured organic reaction records. Task: describe an organic reaction: reactants, conditions, products, and yield Reactants: C(=O)(OCC)CCCCCC1C(CCCC1)=O (2-(5-carbethoxypentyl)cyclohexan-1-one), C(C)(=O)OC(C)=O (acetic anhydride). Product: C(C)(=O)OC1=C(CCCC1)CCCCCC(=O)OCC (1-acetoxy-2-(5-carbethoxypentyl)cyclohex-1-ene). As a reaction SMILES: [C:1]([CH2:6][CH2:7][CH2:8][CH2:9][CH2:10][CH:11]1[CH2:16][CH2:15][CH2:14][CH2:13][C:12]1=[O:17])([O:3][CH2:4][CH3:5])=[O:2].[C:18](OC(=O)C)(=[O:20])[CH3:19]>>[C:18]([O:17][C:12]1[CH2:13][CH2:14][CH2:15][CH2:16][C:11]=1[CH2:10][CH2:9][CH2:8][CH2:7][CH2:6][C:1]([O:3][CH2:4][CH3:5])=[O:2])(=[O:20])[CH3:19]. Procedure: Treatment of 2-(5-carbethoxypentyl)cyclohexan-1-one (Example 15) with acetic anhydride by the procedure of Example 24 is productive of the subject compound. The product is C=CCC1(C)CC(c2cccc(Cl)c2)C(c2ccc(Cl)cc2)N(C(CC)C(=O)OC)C1=O. Reaction SMILES: [Br:28][CH:29]([C:30](=[O:31])[O:32][CH3:33])[CH2:34][CH3:35].[CH2:1]([CH:2]=[CH2:3])[C:4]1([CH3:25])[C:5](=[O:24])[NH:6][CH:7]([c:17]2[cH:18][cH:19][c:20]([Cl:23])[cH:21][cH:22]2)[CH:8]([c:10]2[cH:11][c:12]([Cl:16])[cH:13][cH:14][cH:15]2)[CH2:9]1.[Cl-:36].[H-:26].[NH4+:37].[Na+:27].[O:38]=[CH:39][N:40]([CH3:41])[CH3:42]>>[CH2:1]([CH:2]=[CH2:3])[C:4]1([CH3:25])[C:5](=[O:24])[N:6]([CH:29]([C:30](=[O:31])[O:32][CH3:33])[CH2:34][CH3:35])[CH:7]([c:17]2[cH:18][cH:19][c:20]([Cl:23])[cH:21][cH:22]2)[CH:8]([c:10]2[cH:11][c:12]([Cl:16])[cH:13][cH:14][cH:15]2)[CH2:9]1. Reactants: CCC(Br)C(=O)OC, C=CCC1(C)CC(c2cccc(Cl)c2)C(c2ccc(Cl)cc2)NC1=O, [Cl-], [H-], [NH4+], [Na+], CN(C)C=O. Starting materials: 15.7, C1(CC1)NC1=NC=NC=C1NC(=S)NC1CCN(CC1)C(=O)OCC (ethyl 4-[[[[4-(cyclopropylamino)-5-pyrimidinyl]amino]thioxomethyl]amino]-1-piperidinecarboxylate), C(C)O (ethanol). The reagents and catalysts are [Hg]=O (mercury(II) oxide). The solvent is CN(C(C)=O)C (N,N-dimethylacetamide). Product: C1(CC1)N1C2=NC=NC=C2N=C1NC1CCN(CC1)C(=O)OCC (ethyl 4-[(9-cyclopropyl-9H-purin-8-Yl)amino]-1-piperidinecarboxylate). The yield is 14.1%. Reaction SMILES: [CH:1]1([NH:4][C:5]2[C:10]([NH:11][C:12]([NH:14][CH:15]3[CH2:20][CH2:19][N:18]([C:21]([O:23][CH2:24][CH3:25])=[O:22])[CH2:17][CH2:16]3)=S)=[CH:9][N:8]=[CH:7][N:6]=2)[CH2:3][CH2:2]1.C(O)C>[Hg]=O.CN(C)C(=O)C>[CH:1]1([N:4]2[C:12]([NH:14][CH:15]3[CH2:20][CH2:19][N:18]([C:21]([O:23][CH2:24][CH3:25])=[O:22])[CH2:17][CH2:16]3)=[N:11][C:10]3[C:5]2=[N:6][CH:7]=[N:8][CH:9]=3)[CH2:3][CH2:2]1. Procedure details: A mixture of 15.7 parts of ethyl 4-[[[[4-(cyclopropylamino)-5-pyrimidinyl]amino]thioxomethyl]amino]-1-piperidinecarboxylate, 20 parts of mercury(II) oxide. 40 parts of ethanol and 135 parts of N,N-dimethylacetamide was stirred overnight at 80° C. The reaction mixture was filtered over diatomaceous earth while hot. The filtrate was poured into water and the product was extracted with dichloromethane. The organic layer was dried, filtered and evaporated. The residue was crystallized from acetonitr... Starting materials: Cc1ncc(CO)cc1Br, ClCCl, O=[Mn]=O. Product: Cc1ncc(C=O)cc1Br. RXN SMILES: [Br:1][c:2]1[cH:3][c:4]([CH2:9][OH:10])[cH:5][n:6][c:7]1[CH3:8].[Cl:11][CH2:12][Cl:13].[O:14]=[Mn:15]=[O:16]>>[Br:1][c:2]1[cH:3][c:4]([CH:9]=[O:10])[cH:5][n:6][c:7]1[CH3:8]. Reactants: O=c1[nH]c2c3ncccc3c(Br)cc2n(O)c1=O, CN(C)C=O. Yields the product O=c1[nH]c2c3ncccc3ccc2n(O)c1=O. RXN SMILES: [Br:1][c:2]1[c:3]2[c:4]([c:5]3[nH:6][c:7](=[O:14])[c:8](=[O:13])[n:9]([OH:12])[c:10]3[cH:11]1)[n:15][cH:16][cH:17][cH:18]2.[CH3:19][N:20]([CH3:21])[CH:22]=[O:23]>>[cH:2]1[c:3]2[c:4]([c:5]3[nH:6][c:7](=[O:14])[c:8](=[O:13])[n:9]([OH:12])[c:10]3[cH:11]1)[n:15][cH:16][cH:17][cH:18]2. The reactants are ClC=1C(=NC=NC1Cl)N (5,6-dichloropyrimidin-4-amine), NC1CN(CCC1)C(=O)OC(C)(C)C (tert-butyl 3-aminopiperidine-1-carboxylate), O(C1=CC=CC=C1)C1=CC=C(C=C1)B(O)O ((4-phenoxyphenyl)boronic acid), Cl.CN(C/C=C/C(=O)O)C ((E)-4-(dimethylamino)but-2-enoic acid hydrochloride). Product: NC1=C(C(=NC=N1)NC1CN(CCC1)C(\C=C\CN(C)C)=O)C1=CC=C(C=C1)OC1=CC=CC=C1 ((E)-1-(3-((6-amino-5-(4-phenoxyphenyl)pyrimidin-4-yl)amino)piperidin-1-yl)-4-(dimethylamino)but-2-en-1-one). RXN SMILES: Cl[C:2]1[C:3]([NH2:9])=[N:4][CH:5]=[N:6][C:7]=1Cl.[NH2:10][CH:11]1[CH2:16][CH2:15][CH2:14][N:13]([C:17]([O:19]C(C)(C)C)=O)[CH2:12]1.[O:24]([C:31]1[CH:36]=[CH:35][C:34](B(O)O)=[CH:33][CH:32]=1)[C:25]1[CH:30]=[CH:29][CH:28]=[CH:27][CH:26]=1.Cl.[CH3:41][N:42]([CH3:49])[CH2:43]/[CH:44]=[CH:45]/C(O)=O>>[NH2:9][C:3]1[N:4]=[CH:5][N:6]=[C:7]([NH:10][CH:11]2[CH2:16][CH2:15][CH2:14][N:13]([C:17](=[O:19])/[CH:45]=[CH:44]/[CH2:43][N:42]([CH3:49])[CH3:41])[CH2:12]2)[C:2]=1[C:28]1[CH:29]=[CH:30][C:25]([O:24][C:31]2[CH:36]=[CH:35][CH:34]=[CH:33][CH:32]=2)=[CH:26][CH:27]=1 |f:3.4|. Procedure details: (E)-1-(3-((6-amino-5-(4-phenoxyphenyl)pyrimidin-4-yl)amino)piperidin-1-yl)-4-(dimethylamino)but-2-en-1-one was prepared from 5,6-dichloropyrimidin-4-amine, tert-butyl 3-aminopiperidine-1-carboxylate, (4-phenoxyphenyl)boronic acid, and (E)-4-(dimethylamino)but-2-enoic acid hydrochloride using methods B, C, D, and E. HPLC: 100%. MS: m/z=473 [M+H]+.